From a dataset of the Open Reaction Database (ORD), a public repository of structured organic reaction records. describe an organic reaction: reactants, conditions, products, and yield Procedure details: 2,28 g of trans-traumatic acid (10 mmol) are suspended in 100 ml of a mixture water/ethanol 2: 1 at 4° C., 5,05 g of chlorhexidine base (10 mmol) are added and the mixture is kept under stirring at 4° C. for hours and then at 25° C. overnight. 200 ml of water are added and the mixture is concentrated under vacuum at the volume of about 100 ml and Finally again cooled to 4° C. The resulting precipitate is recovered by filtration, washed three times using 10 ml of cool water and finally dried unde... The reactants are C(\C=C\CCCCCCCCC(=O)O)(=O)O (trans-traumatic acid), O.C(C)O (water ethanol), C1=CC(=CC=C1N/C(=N/C(=NCCCCCCN=C(N)/N=C(/N)\NC2=CC=C(C=C2)Cl)N)/N)Cl (chlorhexidine base). Solvent: O (water), mixture. Yields the product C1=CC(=CC=C1NC(=N)NC(=N)NCCCCCCNC(=N)NC(=N)NC=2C=CC(=CC2)Cl)Cl.C(\C=C\CCCCCCCCC(=O)[O-])(=O)[O-] (chlorhexidine trans-traumatate). RXN SMILES: [C:1]([OH:16])(=[O:15])/[CH:2]=[CH:3]/[CH2:4][CH2:5][CH2:6][CH2:7][CH2:8][CH2:9][CH2:10][CH2:11][C:12]([OH:14])=[O:13].O.C(O)C.[CH:21]1[C:26]([NH:27]/[C:28](/[NH2:53])=[N:29]/[C:30]([NH2:52])=[N:31][CH2:32][CH2:33][CH2:34][CH2:35][CH2:36][CH2:37][N:38]=[C:39](/[N:41]=[C:42](\[NH:44][C:45]2[CH:50]=[CH:49][C:48]([Cl:51])=[CH:47][CH:46]=2)/[NH2:43])[NH2:40])=[CH:25][CH:24]=[C:23]([Cl:54])[CH:22]=1>O>[CH:46]1[C:45]([NH:44][C:42]([NH:41][C:39]([NH:38][CH2:37][CH2:36][CH2:35][CH2:34][CH2:33][CH2:32][NH:31][C:30]([NH:29][C:28]([NH:27][C:26]2[CH:21]=[CH:22][C:23]([Cl:54])=[CH:24][CH:25]=2)=[NH:53])=[NH:52])=[NH:40])=[NH:43])=[CH:50][CH:49]=[C:48]([Cl:51])[CH:47]=1.[C:1]([O-:16])(=[O:15])/[CH:2]=[CH:3]/[CH2:4][CH2:5][CH2:6][CH2:7][CH2:8][CH2:9][CH2:10][CH2:11][C:12]([O-:14])=[O:13] |f:1.2,5.6|. Conditions: temperature 4 celsius. The reactants are Cc1nsc(N)n1, O=C(Cl)OCC(Cl)(Cl)Cl, C1CCOC1, O, c1ccncc1. Product: Cc1nsc(NC(=O)OCC(Cl)(Cl)Cl)n1. As a reaction SMILES: [CH3:1][c:2]1[n:3][s:4][c:5]([NH2:7])[n:6]1.[Cl:14][C:15](=[O:16])[O:17][CH2:18][C:19]([Cl:20])([Cl:21])[Cl:22].[O:24]1[CH2:25][CH2:26][CH2:27][CH2:28]1.[OH2:23].[cH:8]1[cH:9][cH:10][n:11][cH:12][cH:13]1>>[CH3:1][c:2]1[n:3][s:4][c:5]([NH:7][C:15](=[O:16])[O:17][CH2:18][C:19]([Cl:20])([Cl:21])[Cl:22])[n:6]1.